Dataset: the Open Reaction Database (ORD), a public repository of structured organic reaction records. Task: describe an organic reaction: reactants, conditions, products, and yield Starting materials: C(=O)([O-])[O-].[Na+].[Na+] (Na2CO3), OC1=C(C=NC2=C(N=C(C=C12)C)C)C(=O)OCC (Ethyl 4-hydroxy-6,8-dimethyl-1,7-naphthyridine-3-carboxylate), IC (Iodomethane). Procedure details: Ethyl 4-hydroxy-6,8-dimethyl-1,7-naphthyridine-3-carboxylate (Preparation 47, 460 mg) is dissolved in DMF (30 mL) and treated with Na2CO3 (396 mg). Iodomethane (0.3 mL) is slowly added to the mixture, and it is then heated to reflux for 1 h. The reaction mixture is cooled to room temperature, quenched with water (20 mL) and extracted with CH2Cl2 (50 mL). The organic layer is separated, dried (MgSO4), and concentrated in vacuo. The residue is purified by silica gel column chromatography (5% metha... Yield: 20.6%. Solvent: CN(C)C=O (DMF). Product: CN1C=C(C(C2=CC(=NC(=C12)C)C)=O)C(=O)OCC (Ethyl 1,6,8-Trimethyl-4-oxo-1,4-dihydro-1,7-naphthyridine-3-carboxylate). RXN SMILES: [OH:1][C:2]1[C:11]2[C:6](=[C:7]([CH3:13])[N:8]=[C:9]([CH3:12])[CH:10]=2)[N:5]=[CH:4][C:3]=1[C:14]([O:16][CH2:17][CH3:18])=[O:15].[C:19]([O-])([O-])=O.[Na+].[Na+].IC>CN(C=O)C>[CH3:19][N:5]1[C:6]2[C:11](=[CH:10][C:9]([CH3:12])=[N:8][C:7]=2[CH3:13])[C:2](=[O:1])[C:3]([C:14]([O:16][CH2:17][CH3:18])=[O:15])=[CH:4]1 |f:1.2.3|. Starting materials: BrCc1ccccc1, Oc1ccc2ccccc2c1Br, [K+], [K+], O=C([O-])[O-], CN(C)C=O. The product is Brc1c(OCc2ccccc2)ccc2ccccc12. RXN SMILES: [Br:19][CH2:20][c:21]1[cH:22][cH:23][cH:24][cH:25][cH:26]1.[Br:1][c:2]1[c:3]([OH:12])[cH:4][cH:5][c:6]2[cH:7][cH:8][cH:9][cH:10][c:11]12.[K+:13].[K+:14].[O-:15][C:16]([O-:17])=[O:18].[O:27]=[CH:28][N:29]([CH3:30])[CH3:31]>>[Br:1][c:2]1[c:3]([O:12][CH2:20][c:21]2[cH:22][cH:23][cH:24][cH:25][cH:26]2)[cH:4][cH:5][c:6]2[cH:7][cH:8][cH:9][cH:10][c:11]12.